From a dataset of the Open Reaction Database (ORD), a public repository of structured organic reaction records. describe an organic reaction: reactants, conditions, products, and yield Reactants: ClC1=CC=C(C=C1)N1N=C2C(=C1C(CO)C1CCCCC1)CCC2 (2-[2-(4-chloro-phenyl)-2,4,5,6-tetrahydro-cyclopentapyrazol-3-yl]-2-cyclohexyl-ethanol), COC(C1=CC(=C(C(=C1)C)O)C)=O (4-hydroxy-3,5-dimethyl-benzoic acid methyl ester), N(=NC(=O)OC(C)(C)C)C(=O)OC(C)(C)C (di-tert-butyl azodicarboxylate), C1(=CC=CC=C1)P(C1=CC=CC=C1)C1=CC=CC=C1 (tri-phenylphosphine). Solvent: C1CCOC1 (THF). Reaction conditions: temperature 0 celsius, time 48 hour. Product: COC(C1=CC(=C(C(=C1)C)OCC(C1CCCCC1)C=1N(N=C2C1CCC2)C2=CC=C(C=C2)Cl)C)=O (4-{2-[2-(4-Chloro-phenyl)-2,4,5,6-tetrahydro-cyclopentapyrazol-3-yl]-2-cyclohexyl-ethoxy}-3,5-dimethyl-benzoic acid methyl ester). The yield is 13.0%. Reaction SMILES: [Cl:1][C:2]1[CH:7]=[CH:6][C:5]([N:8]2[C:12]([CH:13]([CH:16]3[CH2:21][CH2:20][CH2:19][CH2:18][CH2:17]3)[CH2:14][OH:15])=[C:11]3[CH2:22][CH2:23][CH2:24][C:10]3=[N:9]2)=[CH:4][CH:3]=1.[CH3:25][O:26][C:27](=[O:37])[C:28]1[CH:33]=[C:32]([CH3:34])[C:31](O)=[C:30]([CH3:36])[CH:29]=1.C1(P(C2C=CC=CC=2)C2C=CC=CC=2)C=CC=CC=1.N(C(OC(C)(C)C)=O)=NC(OC(C)(C)C)=O>C1COCC1>[CH3:25][O:26][C:27](=[O:37])[C:28]1[CH:29]=[C:30]([CH3:36])[C:31]([O:15][CH2:14][CH:13]([C:12]2[N:8]([C:5]3[CH:4]=[CH:3][C:2]([Cl:1])=[CH:7][CH:6]=3)[N:9]=[C:10]3[CH2:24][CH2:23][CH2:22][C:11]=23)[CH:16]2[CH2:21][CH2:20][CH2:19][CH2:18][CH2:17]2)=[C:32]([CH3:34])[CH:33]=1. Procedure details: To a solution of 2-[2-(4-chloro-phenyl)-2,4,5,6-tetrahydro-cyclopentapyrazol-3-yl]-2-cyclohexyl-ethanol (100 mg, 290 umol) in THF (2 ml) was added 4-hydroxy-3,5-dimethyl-benzoic acid methyl ester (57 mg, 319 umol; CAS Reg. No. 34137-14-9) and tri-phenylphosphine (91 mg, 348 umol) at ambient temperature under an argon atmosphere. The mixture was cooled to 0° C., di-tert-butyl azodicarboxylate (80 mg, 348 umol) was added and the suspension was stirred for 48 h at ambient temperature. The solvent w... The reactants are C(C)(C)[C@H]1[C@@H](C[C@@H](CC1)C)C(=O)Cl ((1R,2S,5R)-2-isopropyl-5-methylcyclohexanecarbonyl chloride), [OH-].[NH4+] (ammonium hydroxide). Run at time 8 hour. Product: C(C)(C)[C@H]1[C@@H](C[C@@H](CC1)C)C(=O)N ((1R,2S,5R)-2-isopropyl-5-methylcyclohexanecarboxamide). As a reaction SMILES: [CH:1]([C@@H:4]1[CH2:9][CH2:8][C@@H:7]([CH3:10])[CH2:6][C@H:5]1[C:11](Cl)=[O:12])([CH3:3])[CH3:2].[OH-].[NH4+:15]>>[CH:1]([C@@H:4]1[CH2:9][CH2:8][C@@H:7]([CH3:10])[CH2:6][C@H:5]1[C:11]([NH2:15])=[O:12])([CH3:3])[CH3:2] |f:1.2|. Procedure: A 250 mL flask was purged with nitrogen, left under a nitrogen atmosphere, and charged with 13.0 g (0.0641 mol) of (1R,2S,5R)-2-isopropyl-5-methylcyclohexanecarbonyl chloride. While stirring 130 mL of 29% ammonium hydroxide solution was added to the flask. A white precipitate quickly formed, and after stirring overnight the fine white slurry was suction filtered. The filter cake was washed with water (3×50 mL) then dried in a vacuum oven (RT, 5 mm Hg, 3 days) to provide (1R,2S,5R)-2-isopropyl-5-... Reaction SMILES: [CH3:11][NH:12][CH3:13].[CH3:15][N:16]1[CH2:17][CH2:18][CH2:19][C:20]1=[O:21].[Cl:1][c:2]1[n:3][cH:4][c:5]([N+:8](=[O:9])[O-:10])[cH:6][cH:7]1.[OH2:14]>>[c:2]1([N:12]([CH3:11])[CH3:13])[n:3][cH:4][c:5]([N+:8](=[O:9])[O-:10])[cH:6][cH:7]1. Product: CN(C)c1ccc([N+](=O)[O-])cn1. Starting materials: CNC, CN1CCCC1=O, O=[N+]([O-])c1ccc(Cl)nc1, O. Starting materials: CCN=C=NCCCN(C)C, CC#N, Cl, O=C(O)Cc1ccc(F)cc1, [NH4+], [OH-], On1nnc2ccccc21. Yields the product NC(=O)Cc1ccc(F)cc1. RXN SMILES: [CH2:13]([N:15]=[C:14]=[N:16][CH2:17][CH2:18][CH2:19][N:20]([CH3:21])[CH3:22])[CH3:23].[CH3:36][C:37]#[N:38].[ClH:12].[F:1][c:2]1[cH:3][cH:4][c:5]([CH2:8][C:9](=[O:10])[OH:11])[cH:6][cH:7]1.[NH4+:34].[OH-:35].[OH:24][n:25]1[c:26]2[cH:27][cH:28][cH:29][cH:30][c:31]2[n:32][n:33]1>>[F:1][c:2]1[cH:3][cH:4][c:5]([CH2:8][C:9](=[O:11])[NH2:15])[cH:6][cH:7]1. Reactants: O=C([O-])[O-], C=CC(=O)OCC, CC#N, [Cs+], [Cs+], c1ccc(C2(c3ccc4nc(-c5ccc6[nH]ccc6c5)sc4n3)CC2)cc1. Yields the product CCOC(=O)CCn1ccc2cc(-c3nc4ccc(C5(c6ccccc6)CC5)nc4s3)ccc21. RXN SMILES: [C:35](=[O:36])([O-:37])[O-:38].[CH2:28]([CH3:29])[O:30][C:31]([CH:32]=[CH2:33])=[O:34].[CH3:41][C:42]#[N:43].[Cs+:39].[Cs+:40].[nH:1]1[cH:2][cH:3][c:4]2[cH:5][c:6](-[c:10]3[s:11][c:12]4[n:13][c:14]([C:19]5([c:22]6[cH:23][cH:24][cH:25][cH:26][cH:27]6)[CH2:20][CH2:21]5)[cH:15][cH:16][c:17]4[n:18]3)[cH:7][cH:8][c:9]12>>[n:1]1([CH2:33][CH2:32][C:31]([O:30][CH2:28][CH3:29])=[O:34])[cH:2][cH:3][c:4]2[cH:5][c:6](-[c:10]3[s:11][c:12]4[n:13][c:14]([C:19]5([c:22]6[cH:23][cH:24][cH:25][cH:26][cH:27]6)[CH2:20][CH2:21]5)[cH:15][cH:16][c:17]4[n:18]3)[cH:7][cH:8][c:9]12.